This data is from the Open Reaction Database (ORD), a public repository of structured organic reaction records. The task is: describe an organic reaction: reactants, conditions, products, and yield Reactants: COC(=O)C(CC1CCOC1)c1ccc(S(C)(=O)=O)c(Cl)c1, CO, [Li+], [OH-], O, O. Product: CS(=O)(=O)c1ccc(C(CC2CCOC2)C(=O)O)cc1Cl. As a reaction SMILES: [CH3:1][O:2][C:3]([CH:4]([CH2:5][CH:6]1[CH2:7][O:8][CH2:9][CH2:10]1)[c:11]1[cH:12][c:13]([Cl:21])[c:14]([S:17](=[O:18])(=[O:19])[CH3:20])[cH:15][cH:16]1)=[O:22].[CH3:26][OH:27].[Li+:25].[OH-:24].[OH2:23].[OH2:28]>>[O:2]=[C:3]([CH:4]([CH2:5][CH:6]1[CH2:7][O:8][CH2:9][CH2:10]1)[c:11]1[cH:12][c:13]([Cl:21])[c:14]([S:17](=[O:18])(=[O:19])[CH3:20])[cH:15][cH:16]1)[OH:22].